This data is from the Open Reaction Database (ORD), a public repository of structured organic reaction records. The task is: describe an organic reaction: reactants, conditions, products, and yield The reactants are NC1=C(C(=O)O)C=C(C=C1)Br (2-amino-5-bromobenzoic acid), C(C)(=O)O.C(=N)N (formamidine acetate). Solvent: C(C)OCCO (2-ethoxyethanol), C(C)OCC (diethyl ether). Conditions: time 8 hour. Product: BrC=1C=C2C(=NC=NC2=CC1)O (6-bromoquinazolin-4-ol). The yield is 78.9%. As a reaction SMILES: [NH2:1][C:2]1[CH:10]=[CH:9][C:8]([Br:11])=[CH:7][C:3]=1[C:4](O)=[O:5].C(O)(=O)C.[CH:16](N)=[NH:17]>C(OCCO)C.C(OCC)C>[Br:11][C:8]1[CH:7]=[C:3]2[C:2](=[CH:10][CH:9]=1)[N:1]=[CH:16][N:17]=[C:4]2[OH:5] |f:1.2|. Reported procedure: Preparation D12, Step 1: A mixture of 2-amino-5-bromobenzoic acid (5.7 g, 24.78 mmol) and formamidine acetate (5.2 g, 49.5 mmol) in 2-ethoxyethanol (50 mL) was heated at reflux for 4 h. The reaction was cooled to room temperature, allowed to stand overnight, then diluted with diethyl ether (20 mL) to further precipitate the product. The solids were collected by filtration, rinsed with 2-ethoxyethanol (10 mL), diethyl ether (2×50 mL), and air dried to yield 4.4 g of 6-bromoquinazolin-4-ol as a ta... The reactants are FC1(CC(CCC1)[C@H]1N(CC[C@H](C1)C1=CC=CC=C1)C(=O)OCC1=CC=CC=C1)F (benzyl (2S,4R)-2-(3,3-difluorocyclohexyl)-4-phenylpiperidine-1-carboxylate), Pd (OH)2. Solvent: CO (MeOH). Reaction conditions: temperature 50 celsius, time 4 hour. The product is FC1(CC(CCC1)[C@H]1NCC[C@H](C1)C1=CC=CC=C1)F ((2S,4R)-2-(3,3-difluorocyclohexyl)-4-phenylpiperidine). The yield is 92.4%. Reaction SMILES: [F:1][C:2]1([F:30])[CH2:7][CH2:6][CH2:5][CH:4]([C@@H:8]2[CH2:13][C@H:12]([C:14]3[CH:19]=[CH:18][CH:17]=[CH:16][CH:15]=3)[CH2:11][CH2:10][N:9]2C(OCC2C=CC=CC=2)=O)[CH2:3]1>CO>[F:30][C:2]1([F:1])[CH2:7][CH2:6][CH2:5][CH:4]([C@@H:8]2[CH2:13][C@H:12]([C:14]3[CH:15]=[CH:16][CH:17]=[CH:18][CH:19]=3)[CH2:11][CH2:10][NH:9]2)[CH2:3]1. Procedure details: A mixture of compound 6 (130 mg, 0.31 mmol) and Pd (OH)2 (70 mg) in MeOH (20 mL) was stirred at 50° C. under H2 (50 psi) for 4 hours. The mixture was filtrated and the filtrate was concentrated to give 80 mg of (2S,4R)-2-(3,3-difluorocyclohexyl)-4-phenylpiperidine 7 in 92% yields. Reactants: CO, C=CC1(C)CC(c2ccc(F)c(Cl)c2)Nc2ccc(C(=O)O)nc21, [Pd]. The product is CCC1(C)CC(c2ccc(F)c(Cl)c2)Nc2ccc(C(=O)O)nc21. Reaction SMILES: [CH3:25][OH:26].[Cl:1][c:2]1[cH:3][c:4]([CH:9]2[NH:10][c:11]3[cH:12][cH:13][c:14]([C:22](=[O:23])[OH:24])[n:15][c:16]3[C:17]([CH:19]=[CH2:20])([CH3:21])[CH2:18]2)[cH:5][cH:6][c:7]1[F:8].[Pd:27]>>[Cl:1][c:2]1[cH:3][c:4]([CH:9]2[NH:10][c:11]3[cH:12][cH:13][c:14]([C:22](=[O:23])[OH:24])[n:15][c:16]3[C:17]([CH2:19][CH3:20])([CH3:21])[CH2:18]2)[cH:5][cH:6][c:7]1[F:8]. Reactants: CCN=C=O, CC=C(C=CCO)CC, ClCCCl. Product: CC=C(C=CCOC(=O)NCC)CC. Reaction SMILES: [CH2:10]([CH3:11])[N:12]=[C:13]=[O:14].[CH2:1]([CH3:2])[C:3]([CH:4]=[CH:5][CH2:6][OH:7])=[CH:8][CH3:9].[Cl:15][CH2:16][CH2:17][Cl:18]>>[CH2:1]([CH3:2])[C:3]([CH:4]=[CH:5][CH2:6][O:7][C:13]([NH:12][CH2:10][CH3:11])=[O:14])=[CH:8][CH3:9]. Starting materials: ClC1=CC=C(C=C1)C=1N(C=2C(=NC=CC2)N1)CC(=O)O (2-(4-chlorophenyl)-1H-imidazo[4,5-b]pyridine-1-acetic acid), C(=O)(N1C=NC=C1)N1C=NC=C1 (1,1'-carbonyldiimidazole), C(CC)NCCC (Dipropylamine). Run in O1CCCC1 (tetrahydrofuran). Conditions: time 4 hour. Yields the product O.ClC1=CC=C(C=C1)C=1N(C=2C(=NC=CC2)N1)CC(=O)N(CCC)CCC (2-(4-Chlorophenyl)-N,N-dipropyl-1H-imidazo[4,5-b]pyridine-1-acetamide hydrate). Isolated yield 18.0%. RXN SMILES: [Cl:1][C:2]1[CH:7]=[CH:6][C:5]([C:8]2[N:9]([CH2:17][C:18]([OH:20])=[O:19])[C:10]3[C:11]([N:16]=2)=[N:12][CH:13]=[CH:14][CH:15]=3)=[CH:4][CH:3]=1.C(N1C=CN=C1)(N1C=CN=C1)=O.[CH2:33]([NH:36][CH2:37][CH2:38][CH3:39])[CH2:34][CH3:35]>O1CCCC1>[OH2:19].[Cl:1][C:2]1[CH:3]=[CH:4][C:5]([C:8]2[N:9]([CH2:17][C:18]([N:36]([CH2:37][CH2:38][CH3:39])[CH2:33][CH2:34][CH3:35])=[O:20])[C:10]3[C:11]([N:16]=2)=[N:12][CH:13]=[CH:14][CH:15]=3)=[CH:6][CH:7]=1 |f:4.5|. Procedure: Under nitrogen bubbling, a mixture of 2-(4-chlorophenyl)-1H-imidazo[4,5-b]pyridine-1-acetic acid (3.83 g, 0.013 mole) and 1,1'-carbonyldiimidazole (2.11 g, 0.013 mole) in 150 ml of tetrahydrofuran was stirred at room temperature for 4 hrs. Dipropylamine (2.63 g, 0.026 mole) was added and the reaction mixture was heated at reflux for 2 hrs, followed by standing at room temperature over the weekend. The tetrahydrofuran was evaporated to dryness and placed under high vacuum overnight. The residue w...